Dataset: the Open Reaction Database (ORD), a public repository of structured organic reaction records. Task: describe an organic reaction: reactants, conditions, products, and yield Reactants: FC=1C=C(C=CC1F)CCC(=O)O (3-(3,4-difluorophenyl)propionic acid), O=P(Cl)(Cl)Cl (POCl3), N1=CNC2=C1C=CC(=C2)C(=O)NN (benzimidazol-5-carbohydrazide), COC=1C=CC(=CC1)P2(=S)SP(=S)(S2)C=3C=CC(=CC3)OC (Lawesson's reagent). Product: FC=1C=C(CCC2=NN=C(S2)C2=CC3=C(NC=N3)C=C2)C=CC1F (5-(5-(3,4-Difluorophenethyl)-1,3,4-thiadiazol-2-yl)-1H-benzo[d]imidazole). Reaction SMILES: [F:1][C:2]1[CH:3]=[C:4]([CH2:9][CH2:10][C:11](O)=O)[CH:5]=[CH:6][C:7]=1[F:8].[N:14]1[C:18]2[CH:19]=[CH:20][C:21]([C:23]([NH:25][NH2:26])=O)=[CH:22][C:17]=2[NH:16][CH:15]=1.COC1C=CC(P2(SP(C3C=CC(OC)=CC=3)(=S)S2)=[S:36])=CC=1.O=P(Cl)(Cl)Cl>>[F:1][C:2]1[CH:3]=[C:4]([CH:5]=[CH:6][C:7]=1[F:8])[CH2:9][CH2:10][C:11]1[S:36][C:23]([C:21]2[CH:20]=[CH:19][C:18]3[NH:14][CH:15]=[N:16][C:17]=3[CH:22]=2)=[N:25][N:26]=1. Reported procedure: The compound was synthesized starting from 3-(3,4-difluorophenyl)propionic acid (186 mg; 1 mmol), benzimidazol-5-carbohydrazide (176 mg; 1 mmol), Lawesson's reagent (606 mg; 1.5 mmol) and POCl3 (0.137 ml; 1.5 mmol) as described in method 3; yield: 0.02 g (5.8%); MS m/z: 343.3 [M+H]+; 1H-NMR (DMSO d6, 400 MHz): δ 3.11 (t, 2H, 3J=7.5 Hz); 3.47 (t, 2H, 3J=7.5 Hz); 6.97-6.99 (m, 1H); 7.32-7.35 (m, 1H); 7.40-7.46 (m, 1H); 7.82 (d, 1H, 3J=8.7 Hz); 7.91 (dd, 1H, 4J=1.7 Hz, 3J=8.7 Hz); 8.22 (d, 1H, 4J=1... Reactants: CC(=O)O, CC(=O)O[BH-](OC(C)=O)OC(C)=O, CN(C)CCN, CCOC(C)=O, COC(=O)c1ccc2c(C3CCCCC3)c3n(c2c1)CC(=O)COc1cc(F)ccc1-3, [Na+], [Na+], [OH-]. Yields the product COC(=O)c1ccc2c(C3CCCCC3)c3n(c2c1)CC(NCCN(C)C)COc1cc(F)ccc1-3. RXN SMILES: [C:38]([OH:39])(=[O:40])[CH3:41].[C:42]([O:43][BH-:44]([O:45][C:46](=[O:47])[CH3:48])[O:49][C:50](=[O:51])[CH3:52])(=[O:53])[CH3:54].[CH3:32][N:33]([CH2:34][CH2:35][NH2:36])[CH3:37].[CH3:58][CH2:59][O:60][C:61]([CH3:62])=[O:63].[CH:1]1([c:7]2[c:8]3[cH:9][cH:10][c:11]([C:28](=[O:29])[O:30][CH3:31])[cH:12][c:13]3[n:14]3[c:21]2-[c:20]2[c:19]([cH:25][c:24]([F:26])[cH:23][cH:22]2)[O:18][CH2:17][C:16](=[O:27])[CH2:15]3)[CH2:2][CH2:3][CH2:4][CH2:5][CH2:6]1.[Na+:55].[Na+:57].[OH-:56]>>[CH:1]1([c:7]2[c:8]3[cH:9][cH:10][c:11]([C:28](=[O:29])[O:30][CH3:31])[cH:12][c:13]3[n:14]3[c:21]2-[c:20]2[c:19]([cH:25][c:24]([F:26])[cH:23][cH:22]2)[O:18][CH2:17][CH:16]([NH:36][CH2:35][CH2:34][N:33]([CH3:32])[CH3:37])[CH2:15]3)[CH2:2][CH2:3][CH2:4][CH2:5][CH2:6]1. Reactants: Cc1cccc(C)c1Nc1nn(CCC(O)CO)c2nc(Nc3ccccc3)ncc12, CC(C)=O, ClCCl, O. The product is Cc1cccc(C)c1Nc1nn(CCC=O)c2nc(Nc3ccccc3)ncc12. Reaction SMILES: [CH3:1][c:2]1[c:3]([NH:9][c:10]2[n:11][n:12]([CH2:26][CH2:27][CH:28]([CH2:29][OH:30])[OH:31])[c:13]3[n:14][c:15]([NH:19][c:20]4[cH:21][cH:22][cH:23][cH:24][cH:25]4)[n:16][cH:17][c:18]23)[c:4]([CH3:8])[cH:5][cH:6][cH:7]1.[CH3:32][C:33](=[O:34])[CH3:35].[Cl:37][CH2:38][Cl:39].[OH2:36]>>[CH3:1][c:2]1[c:3]([NH:9][c:10]2[n:11][n:12]([CH2:26][CH2:27][CH:28]=[O:31])[c:13]3[n:14][c:15]([NH:19][c:20]4[cH:21][cH:22][cH:23][cH:24][cH:25]4)[n:16][cH:17][c:18]23)[c:4]([CH3:8])[cH:5][cH:6][cH:7]1. Starting materials: S([O-])(O)=O.[Na+] (sodium bisulfite), C1(=CC=CC=C1)C(C(=O)OCC)(C)C (Ethyl 2-phenyl-2-methylpropionate), COC(Cl)Cl (1,1-dichloromethyl methyl ether). Reagents/catalysts: [Ti](Cl)(Cl)(Cl)Cl (Titanium tetrachloride). Run in ClCCl (dichloromethane), ClCCl (dichloromethane). Reaction conditions: temperature 5 celsius, time 60 hour. The product is C(=O)C1=CC=C(C=C1)C(C(=O)OCC)(C)C (Ethyl 2-(4-Formylphenyl)-2-Methylpropionate). Reaction SMILES: [C:1]1([C:7]([CH3:14])([CH3:13])[C:8]([O:10][CH2:11][CH3:12])=[O:9])[CH:6]=[CH:5][CH:4]=[CH:3][CH:2]=1.[CH3:15][O:16]C(Cl)Cl.S(=O)(O)[O-].[Na+]>ClCCl.[Ti](Cl)(Cl)(Cl)Cl>[CH:15]([C:4]1[CH:5]=[CH:6][C:1]([C:7]([CH3:13])([CH3:14])[C:8]([O:10][CH2:11][CH3:12])=[O:9])=[CH:2][CH:3]=1)=[O:16] |f:2.3|. Reported procedure: Ethyl 2-phenyl-2-methylpropionate (10 g) was dissolved in 50 mL of dichloromethane and cooled to 5° C. Titanium tetrachloride (10.5 mL) and 1,1-dichloromethyl methyl ether (7.5 mL) were added and the mixture was stirred at room temperature for 60 hours. The resulting dark solution was diluted with 50 mL of dichloromethane and washed twice with 50 mL of water. The organic solution was concentrated to give an oil which was treated with 30 mL of saturated aqueous sodium bisulfite solution for 12 ho... Starting materials: BrCc1ccccc1, O=C([O-])[O-], [K+], [K+], CN(C)C=O, CCOC(=O)c1cc(O)ccc1-n1nnnc1C. Yields the product CCOC(=O)c1cc(OCc2ccccc2)ccc1-n1nnnc1C. Reaction SMILES: [Br:25][CH2:26][c:27]1[cH:28][cH:29][cH:30][cH:31][cH:32]1.[C:1](=[O:2])([O-:3])[O-:4].[K+:5].[K+:6].[O:33]=[CH:34][N:35]([CH3:36])[CH3:37].[OH:7][c:8]1[cH:9][cH:10][c:11](-[n:19]2[n:20][n:21][n:22][c:23]2[CH3:24])[c:12]([C:13](=[O:14])[O:15][CH2:16][CH3:17])[cH:18]1>>[O:7]([c:8]1[cH:9][cH:10][c:11](-[n:19]2[n:20][n:21][n:22][c:23]2[CH3:24])[c:12]([C:13](=[O:14])[O:15][CH2:16][CH3:17])[cH:18]1)[CH2:26][c:27]1[cH:28][cH:29][cH:30][cH:31][cH:32]1. Starting materials: CC(C)c1cc(O[Si](C)(C)C(C)(C)C)ccc1Br, [Li]C(C)(C)C, CCCCC, CN(C)C=O, O. Product: CC(C)c1cc(O[Si](C)(C)C(C)(C)C)ccc1C=O. As a reaction SMILES: [Br:1][c:2]1[c:3]([CH:16]([CH3:17])[CH3:18])[cH:4][c:5]([O:6][Si:7]([CH3:8])([CH3:9])[C:10]([CH3:11])([CH3:12])[CH3:13])[cH:14][cH:15]1.[C:19]([Li:20])([CH3:21])([CH3:22])[CH3:23].[CH3:29][CH2:30][CH2:31][CH2:32][CH3:33].[O:24]=[CH:25][N:26]([CH3:27])[CH3:28].[OH2:34]>>[c:2]1([CH:25]=[O:24])[c:3]([CH:16]([CH3:17])[CH3:18])[cH:4][c:5]([O:6][Si:7]([CH3:8])([CH3:9])[C:10]([CH3:11])([CH3:12])[CH3:13])[cH:14][cH:15]1.